This data is from the Open Reaction Database (ORD), a public repository of structured organic reaction records. The task is: describe an organic reaction: reactants, conditions, products, and yield Starting materials: ClC1=NC=CC(=N1)C1=C(N=C2N1C=CC=C2)C=2C=CC(=C(C(=O)NC1=C(C=CC=C1F)F)C2)OC(C)C (5-[3-(2-chloro-4-pyrimidinyl)imidazo[1,2-a]pyridin-2-yl]-N-(2,6-difluorophenyl)-2-[(1-methylethyl)oxy]benzamide), COC1=C(N)C=CC(=C1)N1CCC(CC1)N1CCN(CC1)S(=O)(=O)C (2-(methyloxy)-4-{4-[4-(methylsulfonyl)-1-piperazinyl]-1-piperidinyl}aniline), C1(=CC=C(C=C1)S(=O)(=O)O)C (para-toluenesulfonic acid). The solvent is CC(C)O (i-PrOH). Conditions: temperature 175 celsius. Yields the product FC1=C(C(=CC=C1)F)NC(C1=C(C=CC(=C1)C=1N=C2N(C=CC=C2)C1C1=NC(=NC=C1)NC1=C(C=C(C=C1)N1CCC(CC1)N1CCN(CC1)S(=O)(=O)C)OC)OC(C)C)=O (N-(2,6-difluorophenyl)-2-[(1-methylethyl)oxy]-5-(3-{2-[(2-(methyloxy)-4-{4-[4-(methylsulfonyl)-1-piperazinyl]-1-piperidinyl}phenyl)amino]-4-pyrimidinyl}imidazo[1,2-a]pyridin-2-yl)benzamide). Isolated yield 35.2%. Reaction SMILES: Cl[C:2]1[N:7]=[C:6]([C:8]2[N:12]3[CH:13]=[CH:14][CH:15]=[CH:16][C:11]3=[N:10][C:9]=2[C:17]2[CH:18]=[CH:19][C:20]([O:34][CH:35]([CH3:37])[CH3:36])=[C:21]([CH:33]=2)[C:22]([NH:24][C:25]2[C:30]([F:31])=[CH:29][CH:28]=[CH:27][C:26]=2[F:32])=[O:23])[CH:5]=[CH:4][N:3]=1.[CH3:38][O:39][C:40]1[CH:46]=[C:45]([N:47]2[CH2:52][CH2:51][CH:50]([N:53]3[CH2:58][CH2:57][N:56]([S:59]([CH3:62])(=[O:61])=[O:60])[CH2:55][CH2:54]3)[CH2:49][CH2:48]2)[CH:44]=[CH:43][C:41]=1[NH2:42].C1(C)C=CC(S(O)(=O)=O)=CC=1>CC(O)C>[F:32][C:26]1[CH:27]=[CH:28][CH:29]=[C:30]([F:31])[C:25]=1[NH:24][C:22](=[O:23])[C:21]1[CH:33]=[C:17]([C:9]2[N:10]=[C:11]3[CH:16]=[CH:15][CH:14]=[CH:13][N:12]3[C:8]=2[C:6]2[CH:5]=[CH:4][N:3]=[C:2]([NH:42][C:41]3[CH:43]=[CH:44][C:45]([N:47]4[CH2:52][CH2:51][CH:50]([N:53]5[CH2:58][CH2:57][N:56]([S:59]([CH3:62])(=[O:61])=[O:60])[CH2:55][CH2:54]5)[CH2:49][CH2:48]4)=[CH:46][C:40]=3[O:39][CH3:38])[N:7]=2)[CH:18]=[CH:19][C:20]=1[O:34][CH:35]([CH3:37])[CH3:36]. Procedure details: A mixture of 5-[3-(2-chloro-4-pyrimidinyl)imidazo[1,2-a]pyridin-2-yl]-N-(2,6-difluorophenyl)-2-[(1-methylethyl)oxy]benzamide (Intermediate Example 7) (0.10 g, 0.19 mmol), 2-(methyloxy)-4-{4-[4-(methylsulfonyl)-1-piperazinyl]-1-piperidinyl}aniline (Example 58, Step B) (0.071 g, 0.19 mmol) and para-toluenesulfonic acid (0.088 g, 0.46 mmol) in i-PrOH (5 mL) was heated in a microwave at 175° C. for 25 min. The reaction mixture was concentrated onto silica gel and purified by flash chromatography. Re... Reactants: C[O-], CO, O=Cc1cccc(Cl)c1F, N#CCc1ccc(Cl)cc1F, [Na+]. Yields the product N#CC(=Cc1cccc(Cl)c1F)c1ccc(Cl)cc1F. RXN SMILES: [CH3:22][O-:23].[CH3:25][OH:26].[Cl:12][c:13]1[c:14]([F:21])[c:15]([CH:16]=[O:17])[cH:18][cH:19][cH:20]1.[Cl:1][c:2]1[cH:3][c:4]([F:11])[c:5]([CH2:8][C:9]#[N:10])[cH:6][cH:7]1.[Na+:24]>>[Cl:1][c:2]1[cH:3][c:4]([F:11])[c:5]([C:8]([C:9]#[N:10])=[CH:16][c:15]2[c:14]([F:21])[c:13]([Cl:12])[cH:20][cH:19][cH:18]2)[cH:6][cH:7]1. Starting materials: BrC1=CC=C(C2=NN(N=C21)C2=CC=NC=C2)Br (4,7-dibromo-2-(pyridin-4-yl)-2H-benzo[d][1,2,3]triazole), BrC1=CC=C(C2=NN(N=C21)C2=NC=CN=C2)Br (4,7-dibromo-2-(pyrazin-2-yl)-2H-benzo[d][1,2,3]triazole), BrC1=CC=C(C2=NN(N=C21)C2=NC=CN=C2)Br (4,7-dibromo-2-(pyrazin-2-yl)-2H-benzo[d][1,2,3]triazole). Yields the product N1=C(C=NC=C1)N1N=C2C(=N1)C=CC=C2 (2-(pyrazin-2-yl)-2H-benzo[d][1,2,3]triazole). The yield is 23.0%. Reaction SMILES: BrC1C2C(=NN(C3C=CN=CC=3)N=2)C(Br)=CC=1.Br[C:19]1[C:27]2[C:23](=[N:24][N:25]([C:28]3[CH:33]=[N:32][CH:31]=[CH:30][N:29]=3)[N:26]=2)[C:22](Br)=[CH:21][CH:20]=1>>[N:29]1[CH:30]=[CH:31][N:32]=[CH:33][C:28]=1[N:25]1[N:26]=[C:27]2[CH:19]=[CH:20][CH:21]=[CH:22][C:23]2=[N:24]1. Reported procedure: A similar two-step procedure as that of Intermediate A was applied to give 2-(pyrazin-2-yl)-2H-benzo[d][1,2,3]triazole (23% yield) in the first step and 4,7-dibromo-2-(pyrazin-2-yl)-2H-benzo[d][1,2,3]triazole (Intermediate B, 26%) in the second step. 1H NMR (400 MHz, CDCl3): δ 9.75 (d, J=1.5 Hz, 1H, pyrazine), 8.81 (d, J=2.2 Hz, 1H, pyrazine), 8.71 (dd, J=2.5 and 1.5 Hz, 1H, pyrazine), 7.56 (s, 2H, benzotriazole). Starting materials: CO (methanol), C(C)OC(=O)C=1C(=NC=NC1)C(=O)C1=CC=C(C=C1)OC (4-(4-methoxyphenylcarbonyl)pyrimidine-5-carboxylic acid ethyl ester), [OH-].[Na+] (NaOH). The solvent is O (Water). Reaction conditions: time 15 hour. Product: COC1=CC=C(C=C1)C(=O)C1=NC=NC=C1C(=O)O (4-(4-methoxyphenylcarbonyl)pyrimidine-5-carboxylic acid). Reaction SMILES: CO.C([O:5][C:6]([C:8]1[C:9]([C:14]([C:16]2[CH:21]=[CH:20][C:19]([O:22][CH3:23])=[CH:18][CH:17]=2)=[O:15])=[N:10][CH:11]=[N:12][CH:13]=1)=[O:7])C.[OH-].[Na+]>O>[CH3:23][O:22][C:19]1[CH:20]=[CH:21][C:16]([C:14]([C:9]2[C:8]([C:6]([OH:7])=[O:5])=[CH:13][N:12]=[CH:11][N:10]=2)=[O:15])=[CH:17][CH:18]=1 |f:2.3|. Reported procedure: To a methanol solution(15 ml) of 4-(4-methoxyphenylcarbonyl)pyrimidine-5-carboxylic acid ethyl ester was added 4N NaOH(4 ml). The solution was stirred at room temperature for 15 h. Water was added to the reaction solution to dissolve the resulting solid. After removal of methanol the aqueous layer was washed with AcOEt, made pH2 with 2N HCl and extracted with AcOEt. The organic layer was washed with brine and dried over Na2SO4. After removal of the solvent the residue was recrystallized from AcO...